This data is from the Open Reaction Database (ORD), a public repository of structured organic reaction records. The task is: describe an organic reaction: reactants, conditions, products, and yield Starting materials: O=C(c1ncc[nH]1)c1ncc[nH]1, NCC12CC3CC(CC(C3)C1)C2, CN(C)C=O, O=C(O)c1cccc(F)c1Cl. Product: O=C(NCC12CC3CC(CC(C3)C1)C2)c1cccc(F)c1Cl. RXN SMILES: [C:12]([c:13]1[nH:14][cH:15][cH:16][n:17]1)([c:18]1[nH:19][cH:20][cH:21][n:22]1)=[O:23].[C:24]12([CH2:34][NH2:35])[CH2:25][CH:26]3[CH2:27][CH:28]([CH2:29][CH:30]([CH2:31]1)[CH2:32]3)[CH2:33]2.[CH3:36][N:37]([CH3:38])[CH:39]=[O:40].[Cl:1][c:2]1[c:3]([C:4](=[O:5])[OH:6])[cH:7][cH:8][cH:9][c:10]1[F:11]>>[Cl:1][c:2]1[c:3]([C:4](=[O:6])[NH:35][CH2:34][C:24]23[CH2:25][CH:26]4[CH2:27][CH:28]([CH2:29][CH:30]([CH2:31]2)[CH2:32]4)[CH2:33]3)[cH:7][cH:8][cH:9][c:10]1[F:11]. Starting materials: C[Si](C)(C)C#N (Trimethylsilyl cyanide), C(#N)C(=C(C#N)C#N)C#N (tetracyanoethylene), ClCCOC(C=1C=CC(=NC1)Cl)OCCCl (5-[bis-(2-chloroethoxy)methyl]-2-chloropyridine). The solvent is C(C)#N (acetonitrile). Yields the product ClCCOC(C#N)C=1C=NC(=CC1)Cl ((2-chloroethoxy)-(6-chloropyridin-3-yl)acetonitrile). Reaction SMILES: C[Si]([C:5]#[N:6])(C)C.C(C(C#N)=C(C#N)C#N)#N.ClCCO[CH:21]([O:29][CH2:30][CH2:31][Cl:32])[C:22]1[CH:23]=[CH:24][C:25]([Cl:28])=[N:26][CH:27]=1>C(#N)C>[Cl:32][CH2:31][CH2:30][O:29][CH:21]([C:22]1[CH:27]=[N:26][C:25]([Cl:28])=[CH:24][CH:23]=1)[C:5]#[N:6]. Reported procedure: Trimethylsilyl cyanide (1.88 mL) and tetracyanoethylene (240 mg) were added to a solution of 5-[bis-(2-chloroethoxy)methyl]-2-chloropyridine (2.67 g) in acetonitrile (50 mL), and the reaction solution was heated under reflux for five hours. The reaction solution was left to cool to room temperature, and the solvent was evaporated under reduced pressure. Ethyl acetate was added to the resulting residue. The organic layer was washed with brine and then dried over anhydrous magnesium sulfate and co...